Dataset: the Open Reaction Database (ORD), a public repository of structured organic reaction records. Task: describe an organic reaction: reactants, conditions, products, and yield Starting materials: N1N=CC=C1 (pyrazole), C(C1=CC=CC=C1)OC(=O)N1C[C@@H](CCCC1)NC(=O)OC(C)(C)C ((R)-3-tert-butoxycarbonylaminoazepane-1-carboxylic acid benzyl ester), N([C@H](CCCCN)C(=O)O)C(=O)OC(C)(C)C (Boc-D-Lys-OH), CN(C(=O)C1=NNC(=C1Br)NC(C1=C(C=CC=C1)Cl)=O)[C@H](C)C1=CC=CC=C1 ((R)-4-Bromo-5-(2-chloro-benzoylamino)-1H-pyrazole-3-carboxylic acid methyl-(1-phenyl-ethyl)-amide), ClC1=C(C(=O)Cl)C=CC=C1 (2-chlorobenzoyl chloride), N1(CCCCC1)N (piperidine amine). Yields the product N1C[C@@H](CCCC1)NC(=O)C1=NN(C(=C1Br)NC(C1=C(C=CC=C1)Cl)=O)C ((R)-4-Bromo-5-(2-chloro-benzoylamino)-1-methyl-pyrazole-3-carboxylic acid (azepan-3-yl)-amide). RXN SMILES: N1C=C[CH:3]=N1.CN([C@@H](C1C=CC=CC=1)C)C([C:10]1[C:14]([Br:15])=[C:13]([NH:16][C:17](=[O:25])[C:18]2[CH:23]=[CH:22][CH:21]=[CH:20][C:19]=2[Cl:24])[NH:12][N:11]=1)=O.ClC1C=CC=CC=1C(Cl)=O.C(OC([N:54]1[CH2:60][CH2:59][CH2:58][CH2:57][C@@H:56]([NH:61][C:62]([O:64]C(C)(C)C)=O)[CH2:55]1)=O)C1C=CC=CC=1.N(C(OC(C)(C)C)=O)[C@@H](C(O)=O)CCCCN.N1(N)CCCCC1>>[NH:54]1[CH2:60][CH2:59][CH2:58][CH2:57][C@@H:56]([NH:61][C:62]([C:10]2[C:14]([Br:15])=[C:13]([NH:16][C:17](=[O:25])[C:18]3[CH:23]=[CH:22][CH:21]=[CH:20][C:19]=3[Cl:24])[N:12]([CH3:3])[N:11]=2)=[O:64])[CH2:55]1. Reported procedure: The pyrazole acid, prepared by coupling methyl ester 85 (Procedure 26) with 2-chlorobenzoyl chloride (21) followed by hydrolysis and bromination as shown in Procedure 8, was coupled to (R)-3-tert-butoxycarbonylaminoazepane-1-carboxylic acid benzyl ester (prepared as described in Procedure 23 using Boc-D-Lys-OH (Bachem, A-2705) followed by Cbz protection of the piperidine amine using the method of Procedure 30) using Procedure 3. Removal of the Cbz group using the method of Procedure 20 afforded ... Starting materials: C(CC)N (n-propylamine), ClC1=C(C=CC=C1Cl)NC(=O)C1=CC=C(C=C1)CC(=O)O (4-(2,3-dichlorophenylcarbamoyl)phenyl acetic acid), ice water, N,N'-carbonyldiimidazole, O (water). The solvent is O1CCCC1 (tetrahydrofuran). Reaction conditions: time 30 minute. Product: C(CC)NC(CC1=CC=C(C=C1)C(NC1=C(C(=CC=C1)Cl)Cl)=O)=O (N-n-propyl-4-(2,3-dichlorophenylcarbamoyl)phenylacetamide). Yield: 89.9%. As a reaction SMILES: [Cl:1][C:2]1[C:7]([Cl:8])=[CH:6][CH:5]=[CH:4][C:3]=1[NH:9][C:10]([C:12]1[CH:17]=[CH:16][C:15]([CH2:18][C:19]([OH:21])=O)=[CH:14][CH:13]=1)=[O:11].[CH2:22]([NH2:25])[CH2:23][CH3:24].O>O1CCCC1>[CH2:22]([NH:25][C:19](=[O:21])[CH2:18][C:15]1[CH:14]=[CH:13][C:12]([C:10](=[O:11])[NH:9][C:3]2[CH:4]=[CH:5][CH:6]=[C:7]([Cl:8])[C:2]=2[Cl:1])=[CH:17][CH:16]=1)[CH2:23][CH3:24]. Procedure details: 1.5 g of 4-(2,3-dichlorophenylcarbamoyl)phenyl acetic acid was dissolved in 30 ml of anhydrous tetrahydrofuran. While cooling the solution with ice water, 0.75 g of N,N'-carbonyldiimidazole was added thereto, and the mixture was stirred for 30 minutes. Thereafter, 0.27 g of n-propylamine was added thereto. The mixture was returned to room temperature and stirred for 5 hours. After completion of the reaction, the reaction solution was poured into 200 ml of water. The resulting crystals were colle...